From a dataset of the Open Reaction Database (ORD), a public repository of structured organic reaction records. describe an organic reaction: reactants, conditions, products, and yield The reactants are ClC1=CC=C(C=C1)B(O)O ((4-chloro-phenyl)boronic acid), C1(=C(C=CC=C1)C1=C(C(=NS1)C(F)(F)F)COC1=CC(=C(C=C1)CCC(=O)OCC)Cl)C (ethyl 3-(4-((5-(o-tolyl)-3-(trifluoromethyl)isothiazol-4-yl)methoxy)-2-chloro-phenyl)propanoate). The product is ClC1=C(C=CC(=C1)OCC=1C(=NSC1C1=CC=C(C=C1)Cl)C(F)(F)F)CCC(=O)O (3-(2-chloro-4-[[5-(4-chlorophenyl)-3-(trifluoromethyl)-1,2-thiazol-4-yl]methoxy]phenyl)propanoic acid). RXN SMILES: [Cl:1]C1C=CC(B(O)O)=CC=1.[C:11]1(C)[CH:16]=[CH:15][CH:14]=[CH:13][C:12]=1[C:17]1[S:21][N:20]=[C:19]([C:22]([F:25])([F:24])[F:23])[C:18]=1[CH2:26][O:27][C:28]1[CH:33]=[CH:32][C:31]([CH2:34][CH2:35][C:36]([O:38]CC)=[O:37])=[C:30]([Cl:41])[CH:29]=1>>[Cl:41][C:30]1[CH:29]=[C:28]([O:27][CH2:26][C:18]2[C:19]([C:22]([F:24])([F:25])[F:23])=[N:20][S:21][C:17]=2[C:12]2[CH:13]=[CH:14][C:15]([Cl:1])=[CH:16][CH:11]=2)[CH:33]=[CH:32][C:31]=1[CH2:34][CH2:35][C:36]([OH:38])=[O:37]. Procedure: The title compound was prepared according to the procedure described in Example 172 following Step 1-6 using (4-chloro-phenyl)boronic acid for coupling and then hydrolysis of ethyl 3-(4-((5-(o-tolyl)-3-(trifluoromethyl)isothiazol-4-yl)methoxy)-2-chloro-phenyl)propanoate to afford the desired product as an off-white solid. 1H NMR (300 MHz, CD3OD) δ7.53-7.59 (m, 4H), 7.25 (d, J=8.4 Hz, 1H), 6.97 (s, 1H), 6.81-6.85 (m, 1H), 5.06 (s, 2H), 2.99 (t, J=8.1 Hz, 2H), 2.60 (t, J=8.1 Hz, 2H). Mass spectrum... Reactants: Nc1ccc(N2CCOCC2)cc1, C1CCOC1, O=C1Nc2ccccc2C1=CO. Yields the product O=C1Nc2ccccc2C1=CNc1ccc(N2CCOCC2)cc1. As a reaction SMILES: [O:1]1[CH2:2][CH2:3][N:4]([c:7]2[cH:8][cH:9][c:10]([NH2:11])[cH:12][cH:13]2)[CH2:5][CH2:6]1.[O:26]1[CH2:27][CH2:28][CH2:29][CH2:30]1.[OH:14][CH:15]=[C:16]1[C:17](=[O:25])[NH:18][c:19]2[cH:20][cH:21][cH:22][cH:23][c:24]21>>[O:1]1[CH2:2][CH2:3][N:4]([c:7]2[cH:8][cH:9][c:10]([NH:11][CH:15]=[C:16]3[C:17](=[O:25])[NH:18][c:19]4[cH:20][cH:21][cH:22][cH:23][c:24]43)[cH:12][cH:13]2)[CH2:5][CH2:6]1. The reactants are COc1ccccc1Oc1c(Cl)nc(C)nc1NS(=O)(=O)c1ccc(C(C)(C)C)cc1, NCCO. Product: COc1ccccc1Oc1c(NS(=O)(=O)c2ccc(C(C)(C)C)cc2)nc(C)nc1OCCN. Reaction SMILES: [C:1]([CH3:2])([CH3:3])([CH3:4])[c:5]1[cH:6][cH:7][c:8]([S:11](=[O:12])(=[O:13])[NH:14][c:15]2[n:16][c:17]([CH3:31])[n:18][c:19]([Cl:30])[c:20]2[O:21][c:22]2[c:23]([O:28][CH3:29])[cH:24][cH:25][cH:26][cH:27]2)[cH:9][cH:10]1.[NH2:32][CH2:33][CH2:34][OH:35]>>[C:1]([CH3:2])([CH3:3])([CH3:4])[c:5]1[cH:6][cH:7][c:8]([S:11](=[O:12])(=[O:13])[NH:14][c:15]2[n:16][c:17]([CH3:31])[n:18][c:19]([O:35][CH2:34][CH2:33][NH2:32])[c:20]2[O:21][c:22]2[c:23]([O:28][CH3:29])[cH:24][cH:25][cH:26][cH:27]2)[cH:9][cH:10]1. Starting materials: Cl, CC(F)(F)c1ccc(OC(F)(F)F)c(C#N)c1, O. Yields the product CC(F)(F)c1ccc(OC(F)(F)F)c(C=O)c1. RXN SMILES: [ClH:18].[F:1][C:2]([CH3:3])([F:4])[c:5]1[cH:6][cH:7][c:8]([O:13][C:14]([F:15])([F:16])[F:17])[c:9]([C:10]#[N:11])[cH:12]1.[OH2:19]>>[F:1][C:2]([CH3:3])([F:4])[c:5]1[cH:6][cH:7][c:8]([O:13][C:14]([F:15])([F:16])[F:17])[c:9]([CH:10]=[O:19])[cH:12]1. Reactants: ClC1=CC(=NC=C1)C(=O)Cl (4-Chloropyridine-2-carbonyl chloride), C(C)(C)N (isopropylamine), ClC1=CC(=NC=C1)C(=O)NC(C)C (4-chloro-N-isopropyl-2-pyridinecarboxamide), NC1=CC=C(C=C1)O (4-aminophenol). Product: C(C)(C)NC(=O)C1=NC=CC(=C1)OC1=CC=C(N)C=C1 (4-(2-(N-isopropylcarbamoyl)-4-pyridyloxy)aniline). Reaction SMILES: ClC1C=CN=C(C(Cl)=O)C=1.C(N)(C)C.Cl[C:16]1[CH:21]=[CH:20][N:19]=[C:18]([C:22]([NH:24][CH:25]([CH3:27])[CH3:26])=[O:23])[CH:17]=1.[NH2:28][C:29]1[CH:34]=[CH:33][C:32]([OH:35])=[CH:31][CH:30]=1>>[CH:25]([NH:24][C:22]([C:18]1[CH:17]=[C:16]([O:35][C:32]2[CH:33]=[CH:34][C:29]([NH2:28])=[CH:30][CH:31]=2)[CH:21]=[CH:20][N:19]=1)=[O:23])([CH3:27])[CH3:26]. Procedure details: Entry 30: 4-Chloropyridine-2-carbonyl chloride was reacted with isopropylamine according to Method A2, Step 3b. The resulting 4-chloro-N-isopropyl-2-pyridinecarboxamide was reacted with 4-aminophenol according to Method A2, Step 4 to give 4-(2-(N-isopropylcarbamoyl)-4-pyridyloxy)aniline. 5-(Trifluoromethyl)-2-methoxyaniline was converted into S-(trifluoromethyl)-2-methoxyphenyl isocyanate according to Method B1. 5-(Trifluoromethyl)-2-methoxyphenyl isocyanate was reacted with 4-(2-(N-isopropylcar... Starting materials: C(C)OP(OCC)(=O)C1=C(C=C(C=C1[N+](=O)[O-])C(=O)OC)[N+](=O)[O-] (2,6-dinitro-4-carbomethoxy-benzene-phosphonic acid diethylester). Reagents/catalysts: [Ni] (Raney nickel). The solvent is C(C)O (ethanol). The product is C(C)OP(OCC)(=O)C1=C(C=C(C=C1N)C(=O)OC)N (2,6-Diamino-4-carbomethoxy-benzene-phosphonic acid diethyl ester). As a reaction SMILES: [CH2:1]([O:3][P:4]([C:9]1[C:14]([N+:15]([O-])=O)=[CH:13][C:12]([C:18]([O:20][CH3:21])=[O:19])=[CH:11][C:10]=1[N+:22]([O-])=O)(=[O:8])[O:5][CH2:6][CH3:7])[CH3:2]>[Ni].C(O)C>[CH2:6]([O:5][P:4]([C:9]1[C:14]([NH2:15])=[CH:13][C:12]([C:18]([O:20][CH3:21])=[O:19])=[CH:11][C:10]=1[NH2:22])(=[O:8])[O:3][CH2:1][CH3:2])[CH3:7]. Reported procedure: 80 g (0.221 mol) of 2,6-dinitro-4-carbomethoxy-benzene-phosphonic acid diethylester, 1000 ml of ethanol and 15 g of Raney nickel. Starting materials: O1C(CNC(C(F)(F)F)=O)C1C1=CC=CC=C1 (N-[(2RS, 3RS)-2,3-epoxy-3-phenylpropyl]-trifluoroacetamide), [OH-].[K+] (potassium hydroxide), [Cl-].[Na+] (sodium chloride). Conditions: temperature 20 celsius, time 7 minute. The product is O1C(CN)C1C1=CC=CC=C1 ((2RS, 3RS)-2,3-epoxy-3-phenylpropanamine). As a reaction SMILES: [O:1]1[CH:11]([C:12]2[CH:17]=[CH:16][CH:15]=[CH:14][CH:13]=2)[CH:2]1[CH2:3][NH:4]C(=O)C(F)(F)F.[OH-].[K+].[Cl-].[Na+]>>[O:1]1[CH:11]([C:12]2[CH:13]=[CH:14][CH:15]=[CH:16][CH:17]=2)[CH:2]1[CH2:3][NH2:4] |f:1.2,3.4|. Procedure: N-[(2RS, 3RS)-2,3-epoxy-3-phenylpropyl]-trifluoroacetamide (4.9 g) is added to 3.57 N aqueous potassium hydroxide solution (6 cc). After 7 minutes' stirring at a temperature in the region of 20° C., the solution obtained is saturated with sodium chloride and then extracted with dichloromethane (2×50 cc). The organic phases are combined, dried over magnesium sulphate and then filtered, thereby forming a methylene chloride solution of (2RS, 3RS)-2,3-epoxy-3-phenylpropanamine (solution B).